This data is from the Open Reaction Database (ORD), a public repository of structured organic reaction records. The task is: describe an organic reaction: reactants, conditions, products, and yield Starting materials: CON=C1CN([C@@H](C1)CO)C(=O)C1=CC=C(C=C1)C1=CC=CC=C1 ((3EZ,5S)-1-(1,1′-biphenyl-4-ylcarbonyl)-5 (hydroxymethyl) pyrrolidin-3-one O-methyloxime), BrCC(=O)OC(C)(C)C (tert-butyl bromoacetate), [OH-].[Na+] (NaOH). Reagents/catalysts: [Cl-].C(CCC)[N+](CCCC)(CCCC)CCCC (tetrabutylammonium chloride). Solvent: ClCCl (dichloromethane). Reaction conditions: time 1 hour. Product: C1(=CC=C(C=C1)C(=O)N1[C@@H](CC(C1)=NOC)COCC(=O)OC(C)(C)C)C1=CC=CC=C1 (tert-butyl {[(2S,4EZ)-1-(1,1′-biphenyl-4-ylcarbonyl)-4-(methoxyimino) pyrrolidin-2-yl]methoxy}acetate). Reaction SMILES: [CH3:1][O:2][N:3]=[C:4]1[CH2:8][C@@H:7]([CH2:9][OH:10])[N:6]([C:11]([C:13]2[CH:18]=[CH:17][C:16]([C:19]3[CH:24]=[CH:23][CH:22]=[CH:21][CH:20]=3)=[CH:15][CH:14]=2)=[O:12])[CH2:5]1.Br[CH2:26][C:27]([O:29][C:30]([CH3:33])([CH3:32])[CH3:31])=[O:28].[OH-].[Na+]>ClCCl.[Cl-].C([N+](CCCC)(CCCC)CCCC)CCC>[C:16]1([C:19]2[CH:24]=[CH:23][CH:22]=[CH:21][CH:20]=2)[CH:17]=[CH:18][C:13]([C:11]([N:6]2[CH2:5][C:4](=[N:3][O:2][CH3:1])[CH2:8][C@H:7]2[CH2:9][O:10][CH2:26][C:27]([O:29][C:30]([CH3:33])([CH3:32])[CH3:31])=[O:28])=[O:12])=[CH:14][CH:15]=1 |f:2.3,5.6|. Procedure: To a stirred solution of alcohol (2) (EZ mixture, 58 mg, 0.18 mmol) and tert-butyl bromoacetate (530 μl, 3.6 mmol) in dichloromethane (0.2 ml) were added 50% aqueous NaOH (0.8 ml) and tetrabutylammonium chloride (50 mg, 0.18 mmol) at room temperature, and the whole reaction mixture was stirred for 1 hour. After dilution with water, the mixture was extracted with ethyl acetate, organic phase was washed with brine, dried (MgSO4) and concentrated. The product (compound 5) was purified by silica gel... Reactants: O=C([O-])[O-], CC(C)=O, N#CCCl, [K+], [K+], Oc1cccc(CN2CCCCC2)c1. Product: N#CCOc1cccc(CN2CCCCC2)c1. RXN SMILES: [C:19](=[O:20])([O-:21])[O-:22].[CH3:25][C:26](=[O:27])[CH3:28].[Cl:15][CH2:16][C:17]#[N:18].[K+:23].[K+:24].[N:1]1([CH2:7][c:8]2[cH:9][c:10]([OH:14])[cH:11][cH:12][cH:13]2)[CH2:2][CH2:3][CH2:4][CH2:5][CH2:6]1>>[N:1]1([CH2:7][c:8]2[cH:9][c:10]([O:14][CH2:16][C:17]#[N:18])[cH:11][cH:12][cH:13]2)[CH2:2][CH2:3][CH2:4][CH2:5][CH2:6]1. As a reaction SMILES: N[C:2]1[N:6]([C:7]2[C:12]([Cl:13])=[CH:11][C:10]([C:14]([F:17])([F:16])[F:15])=[CH:9][C:8]=2[Cl:18])[N:5]=[C:4]([C:19]#[N:20])[C:3]=1[I:21].N([Cl:24])=O>C(#N)C.ClCCl>[Cl:24][C:2]1[N:6]([C:7]2[C:12]([Cl:13])=[CH:11][C:10]([C:14]([F:17])([F:16])[F:15])=[CH:9][C:8]=2[Cl:18])[N:5]=[C:4]([C:19]#[N:20])[C:3]=1[I:21]. Run in C(C)#N (acetonitrile), ClCCl (dichloromethane). Reactants: NC1=C(C(=NN1C1=C(C=C(C=C1Cl)C(F)(F)F)Cl)C#N)I (5-amino-3-cyano-1-(2,6-dichloro-4-trifluoromethylphenyl)-4-iodopyrazole), N(=O)Cl (nitrosyl chloride), solution. Yields the product ClC1=C(C(=NN1C1=C(C=C(C=C1Cl)C(F)(F)F)Cl)C#N)I (5-Chloro-3-cyano-1-(2,6-dichloro-4-trifluoromethylphenyl)-4-iodopyrazole). Procedure: To a stirred solution of 5-amino-3-cyano-1-(2,6-dichloro-4-trifluoromethylphenyl)-4-iodopyrazole (1 g) in acetonitrile (15 ml) at 0° C. was added dropwise nitrosyl chloride (2.7 ml of a ˜1M solution in dichloromethane). The reaction mixture was heated under reflux for 10 minutes. The reaction mixture was then evaporated and the residue was purified by column chromatography on silica gel eluted with hexane: toluene (2:1) and then toluene. Combination and evaporation of suitable fractions gave the... Starting materials: C1COCCN1, CS(C)=O, CCC(Cc1ccccc1)(C(=O)c1ccc(F)cc1)N(C)C, [K+], [K+], O=C([O-])[O-]. The product is CCC(Cc1ccccc1)(C(=O)c1ccc(N2CCOCC2)cc1)N(C)C. Reaction SMILES: [CH2:23]1[CH2:24][O:25][CH2:26][CH2:27][NH:28]1.[CH3:35][S:36]([CH3:37])=[O:38].[F:1][c:2]1[cH:3][cH:4][c:5]([C:8]([C:9]([CH2:10][CH3:11])([CH2:12][c:13]2[cH:14][cH:15][cH:16][cH:17][cH:18]2)[N:19]([CH3:20])[CH3:21])=[O:22])[cH:6][cH:7]1.[K+:29].[K+:30].[O-:31][C:32]([O-:33])=[O:34]>>[c:2]1([N:28]2[CH2:23][CH2:24][O:25][CH2:26][CH2:27]2)[cH:3][cH:4][c:5]([C:8]([C:9]([CH2:10][CH3:11])([CH2:12][c:13]2[cH:14][cH:15][cH:16][cH:17][cH:18]2)[N:19]([CH3:20])[CH3:21])=[O:22])[cH:6][cH:7]1. Starting materials: FC1=CC=C(C=C1)C(CCN(CCCN)C)C1=NC=CC=C1 (N-[3-(4-fluorophenyl)-3-(2-pyridyl)propyl]-N-methyl-1,3-propanediamine), C(=O)(N1C=NC=C1)N1C=NC=C1 (1,1'-carbonyldiimidazole), N1(CCCCC1)CC=1C=C(OCCCN)C=CC1 (3-[3-(piperidinomethyl)phenoxy]propaneamine). Run in C(C)(=O)OCC.CO (ethyl acetate methanol). Product: FC1=CC=C(C=C1)C(CCN(C)CCCNC(=O)NCCCOC1=CC(=CC=C1)CN1CCCCC1)C1=NC=CC=C1 (N-[3-[N-[3-(4-fluorophenyl)-3-(2-pyridyl)propyl]-N-methylamino]propyl]-N'-[3-[3-(piperidinomethyl)phenoxy]propyl]urea). RXN SMILES: [F:1][C:2]1[CH:7]=[CH:6][C:5]([CH:8]([C:17]2[CH:22]=[CH:21][CH:20]=[CH:19][N:18]=2)[CH2:9][CH2:10][N:11]([CH3:16])[CH2:12][CH2:13][CH2:14][NH2:15])=[CH:4][CH:3]=1.[C:23](N1C=CN=C1)(N1C=CN=C1)=[O:24].[N:35]1([CH2:41][C:42]2[CH:43]=[C:44]([CH:50]=[CH:51][CH:52]=2)[O:45][CH2:46][CH2:47][CH2:48][NH2:49])[CH2:40][CH2:39][CH2:38][CH2:37][CH2:36]1>C(OCC)(=O)C.CO>[F:1][C:2]1[CH:7]=[CH:6][C:5]([CH:8]([C:17]2[CH:22]=[CH:21][CH:20]=[CH:19][N:18]=2)[CH2:9][CH2:10][N:11]([CH2:12][CH2:13][CH2:14][NH:15][C:23]([NH:49][CH2:48][CH2:47][CH2:46][O:45][C:44]2[CH:50]=[CH:51][CH:52]=[C:42]([CH2:41][N:35]3[CH2:40][CH2:39][CH2:38][CH2:37][CH2:36]3)[CH:43]=2)=[O:24])[CH3:16])=[CH:4][CH:3]=1 |f:3.4|. Procedure: Preparation is effected analogously to Example 63, using 0.78 g (2.6 mmol) of N-[3-(4-fluorophenyl)-3-(2-pyridyl)propyl]-N-methyl-1,3-propanediamine, an equimolar amount of 1,1'-carbonyldiimidazole and 0.65 g (2.6 mmol) of 3-[3-(piperidinomethyl)phenoxy]propaneamine as starting materials. Working up by chromatography (eluant: ethyl acetate/methanol 9+1) analogously to Example 63 yields the purified title compound in the form of an oil; MS (+FAB method): m/z (rel. int.[%])=576 ([M+H]+,7), 214 (10... RXN SMILES: [C:32]([c:33]1[c:34]([O:39][CH3:40])[cH:35][cH:36][cH:37][cH:38]1)(=[O:41])[Cl:42].[H-:49].[Na+:50].[O:44]1[CH2:45][CH2:46][CH2:47][CH2:48]1.[OH2:43].[n:1]1[c:2]([CH2:7][NH:8][C:9]([c:10]2[cH:11][cH:12][c:13]([O:16][CH2:17][CH2:18][CH2:19][CH2:20][CH2:21][CH2:22][CH2:23][CH2:24][CH2:25][CH2:26][CH2:27][CH2:28][CH2:29][CH3:30])[cH:14][cH:15]2)=[O:31])[cH:3][cH:4][cH:5][cH:6]1>>[n:1]1[c:2]([CH2:7][N:8]([C:9]([c:10]2[cH:11][cH:12][c:13]([O:16][CH2:17][CH2:18][CH2:19][CH2:20][CH2:21][CH2:22][CH2:23][CH2:24][CH2:25][CH2:26][CH2:27][CH2:28][CH2:29][CH3:30])[cH:14][cH:15]2)=[O:31])[C:32]([c:33]2[c:34]([O:39][CH3:40])[cH:35][cH:36][cH:37][cH:38]2)=[O:41])[cH:3][cH:4][cH:5][cH:6]1. The product is CCCCCCCCCCCCCCOc1ccc(C(=O)N(Cc2ccccn2)C(=O)c2ccccc2OC)cc1. Reactants: COc1ccccc1C(=O)Cl, [H-], [Na+], C1CCOC1, O, CCCCCCCCCCCCCCOc1ccc(C(=O)NCc2ccccn2)cc1. Reactants: BrC=1C(=NC=C(C1)C)C#N (3-bromo-5-methylpicolinonitrile), C(=O)([O-])[O-].[K+].[K+] (K2CO3), N=1NN=CC1 (2H-1,2,3-triazole). Run in CN(C)C=O (DMF). Run at temperature 100 celsius. Product: CC=1C=C(C(=NC1)C#N)N1N=CC=N1 (5-methyl-3-(2H-1,2,3-triazol-2-yl)picolinonitrile), CC=1C=C(C(=NC1)C#N)N1N=NC=C1 (5-methyl-3-(1H-1,2,3-triazol-1-yl)picolinonitrile). Isolated yield 27.0%. RXN SMILES: Br[C:2]1[C:3]([C:9]#[N:10])=[N:4][CH:5]=[C:6]([CH3:8])[CH:7]=1.C([O-])([O-])=O.[K+].[K+].[N:17]1[NH:18][N:19]=[CH:20][CH:21]=1>CN(C=O)C>[CH3:8][C:6]1[CH:7]=[C:2]([N:18]2[N:19]=[CH:20][CH:21]=[N:17]2)[C:3]([C:9]#[N:10])=[N:4][CH:5]=1.[CH3:8][C:6]1[CH:7]=[C:2]([N:17]2[CH:21]=[CH:20][N:19]=[N:18]2)[C:3]([C:9]#[N:10])=[N:4][CH:5]=1 |f:1.2.3|. Procedure details: To 3-bromo-5-methylpicolinonitrile (1.5 g, 7.6 mmol) in DMF (19 mL) was added K2CO3 (1.2 g, 8.4 mmol) and 2H-1,2,3-triazole (440 μL, 7.6 mmol). The mixture was heated to 100° C. for 16 h, cooled to rt and extracted with EtOAc (2×). The combined organics were dried (Na2SO4) and concentrated. Purification via silica gel chromatography (5-60% EtOAc in hexanes) gave the title compound (490 mg, 35%) 1H NMR (500 MHz, CDCl3) 8.58-8.53 (m, 1H), 8.29-8.24 (m, 1H), 7.98 (s, 2H), 2.54 (s, 3H) and 5-methyl-... Reactants: CO, O=C(O)Cc1c(O)ccc2cc(Br)ccc12, O=S(=O)(O)O. Product: COC(=O)Cc1c(O)ccc2cc(Br)ccc12. Reaction SMILES: [CH3:22][OH:23].[OH:1][c:2]1[c:3]([CH2:13][C:14](=[O:15])[OH:16])[c:4]2[cH:5][cH:6][c:7]([Br:12])[cH:8][c:9]2[cH:10][cH:11]1.[S:17](=[O:18])(=[O:19])([OH:20])[OH:21]>>[OH:1][c:2]1[c:3]([CH2:13][C:14](=[O:15])[O:16][CH3:22])[c:4]2[cH:5][cH:6][c:7]([Br:12])[cH:8][c:9]2[cH:10][cH:11]1.